From a dataset of the Open Reaction Database (ORD), a public repository of structured organic reaction records. describe an organic reaction: reactants, conditions, products, and yield The product is CN1C(=O)C(CC=O)c2ccccc21. Reactants: CCOC(CC1C(=O)N(C)c2ccccc21)OCC, Cl. Reaction SMILES: [CH2:1]([O:3][CH:4]([O:2][CH2:17][CH3:18])[CH2:5][CH:6]1[C:7](=[O:16])[N:8]([CH3:15])[c:9]2[cH:10][cH:11][cH:12][cH:13][c:14]21)[CH3:19].[ClH:20]>>[O:3]=[CH:4][CH2:5][CH:6]1[C:7](=[O:16])[N:8]([CH3:15])[c:9]2[cH:10][cH:11][cH:12][cH:13][c:14]21.